From a dataset of the Open Reaction Database (ORD), a public repository of structured organic reaction records. describe an organic reaction: reactants, conditions, products, and yield The reactants are [H-].[Na+] (sodium hydride), C(C)#N (acetonitrile), N1(CCOCC1)CC1=CC=C(C(=O)OC)C=C1 (methyl 4-(morpholin-4-ylmethyl)benzoate). The solvent is O1CCCC1 (tetrahydrofuran), O1CCCC1 (tetrahydrofuran). Reaction conditions: temperature 70 celsius. Yields the product N1(CCOCC1)CC1=CC=C(C=C1)C(CC#N)=O (3-[4-(morpholin-4-ylmethyl)phenyl]-3-oxopropanenitrile). Reaction SMILES: [C:1](#[N:3])[CH3:2].[H-].[Na+].[N:6]1([CH2:12][C:13]2[CH:22]=[CH:21][C:16]([C:17]([O:19]C)=O)=[CH:15][CH:14]=2)[CH2:11][CH2:10][O:9][CH2:8][CH2:7]1>O1CCCC1>[N:6]1([CH2:12][C:13]2[CH:14]=[CH:15][C:16]([C:17](=[O:19])[CH2:2][C:1]#[N:3])=[CH:21][CH:22]=2)[CH2:7][CH2:8][O:9][CH2:10][CH2:11]1 |f:1.2|. Reported procedure: To a solution of acetonitrile (1.35 ml) in tetrahydrofuran (80 ml), cooled to 5° C., was added sodium hydride (0.94 g, 60% dispersion in oil). The mixture was stirred for 30 minutes before the addition of a solution of methyl 4-(morpholin-4-ylmethyl)benzoate (5.53 g) in tetrahydrofuran (20 ml). The resulting mixture was heated to 70° C. for 5 h. The mixture was cooled, quenched with saturated ammonium chloride (20 ml) and extracted with ethyl acetate. The organic extracts were dried (MgSO4) and ... The reactants are C1(=CC=CC=2CCCCC12)C(=O)Cl (5,6,7,8-tetrahydro-1-naphthoyl chloride), N[C@@H](CCC(O)=O)C(=O)C=1C(=NC=C(C1)N)C#N (alpha-L-glutamyl-5-aminopyridine-2-carbonitrile), C(=O)(O)[O-].[Na+] (NaHCO3). The solvent is O1CCCC1 (tetrahydrofuran), O (water). Reaction conditions: time 15 minute. The product is C1(=CC=CC=2CCCCC12)C(=O)N[C@@H](CCC(O)=O)C(=O)C=1C(=NC=C(C1)N)C#N (N-5,6,7,8-tetrahydro-1-naphthoyl-alpha-L-glutamyl-5-aminopyridine-2-carbonitrile). Isolated yield 53.8%. RXN SMILES: [C:1]1([C:11](Cl)=[O:12])[C:10]2[CH2:9][CH2:8][CH2:7][CH2:6][C:5]=2[CH:4]=[CH:3][CH:2]=1.[NH2:14][C@H:15]([C:21]([C:23]1[C:24]([C:30]#[N:31])=[N:25][CH:26]=[C:27]([NH2:29])[CH:28]=1)=[O:22])[CH2:16][CH2:17][C:18](=[O:20])[OH:19].C([O-])(O)=O.[Na+]>O1CCCC1.O>[C:1]1([C:11]([NH:14][C@H:15]([C:21]([C:23]2[C:24]([C:30]#[N:31])=[N:25][CH:26]=[C:27]([NH2:29])[CH:28]=2)=[O:22])[CH2:16][CH2:17][C:18](=[O:19])[OH:20])=[O:12])[C:10]2[CH2:9][CH2:8][CH2:7][CH2:6][C:5]=2[CH:4]=[CH:3][CH:2]=1 |f:2.3|. Procedure: A solution of 1.91 g (0.009 mol) of 5,6,7,8-tetrahydro-1-naphthoyl chloride in anhydrous tetrahydrofuran (50 cm3) is added dropwise to a solution of 1.5 g (0.0064 mol) of alpha-L-glutamyl-5-aminopyridine-2-carbonitrile and 5.05 g (0.06 mol) of NaHCO3 in 50 cm3 of water. After stirring for 15 minutes at 20 C., the tetrahydrofuran is removed under vacuum and the remaining aqueous solution is acidified to pH 2-3 with a 6 N solution of HCl to give a precipitate of 1.4 g of N-5,6,7,8-tetrahydro-1-nap...